Dataset: the Open Reaction Database (ORD), a public repository of structured organic reaction records. Task: describe an organic reaction: reactants, conditions, products, and yield Starting materials: BrC1=CN=C(C2=CC=CC=C12)C1=CC=CC=C1 (4-bromo-1-phenylisoquinoline), [Cu](C#N)C#N (copper cyanide). The solvent is CN(C=O)C (dimethylformamide). Product: C(#N)C1=CN=C(C2=CC=CC=C12)C1=CC=CC=C1 (4-cyano-1-phenylisoquinoline). The yield is 35.3%. As a reaction SMILES: Br[C:2]1[C:11]2[C:6](=[CH:7][CH:8]=[CH:9][CH:10]=2)[C:5]([C:12]2[CH:17]=[CH:16][CH:15]=[CH:14][CH:13]=2)=[N:4][CH:3]=1.[Cu](C#N)[C:19]#[N:20]>CN(C)C=O>[C:19]([C:2]1[C:11]2[C:6](=[CH:7][CH:8]=[CH:9][CH:10]=2)[C:5]([C:12]2[CH:17]=[CH:16][CH:15]=[CH:14][CH:13]=2)=[N:4][CH:3]=1)#[N:20]. Procedure details: 20.5 g of 1-phenylisoquinoline are dissolved in 100 ml of carbon tetrachloride, and 16 g of bromine are added at room temperature. The temperature is raised slowly and the mixture is kept under reflux for 1 hour. 7.9 g of pyridine in 10 ml of carbon tetrachloride are added dropwise to the boiling reaction mixture in the course of 2 hours, and the mixture is then heated at reflux temperature for a further 18 hours. The reaction solution is decanted off from the resinous precipitate and is concent... The reactants are [N-]1C=NC=C1 (imidazolide), enolate, ice, CC(C)[C@@H](C(=O)O)NC(=O)OCC1=CC=CC=C1 (Z-valine), N,N'-cabonyldiimidazole, C(C)(=O)OC(C)(C)C (tert-butyl acetate), [Li+].CC(C)[N-]C(C)C (LDA). The solvent is O1CCCC1 (tetrahydrofurane), O1CCCC1 (tetrahydrofurane). Reaction conditions: time 3 hour. The product is C(C)(C)(C)OC(CC([C@H](C(C)C)NC(=O)OCC1=CC=CC=C1)=O)=O (t-butyl-(4S)-4-(N-benzyloxycarbonylamino)-5-methyl-3-oxohexanoate). Yield: 98.9%. RXN SMILES: [CH3:1][CH:2]([C@H:4]([NH:8][C:9]([O:11][CH2:12][C:13]1[CH:18]=[CH:17][CH:16]=[CH:15][CH:14]=1)=[O:10])[C:5]([OH:7])=O)[CH3:3].[C:19]([O:22][C:23]([CH3:26])([CH3:25])[CH3:24])(=[O:21])[CH3:20].[Li+].CC([N-]C(C)C)C.[N-]1C=CN=C1>O1CCCC1>[C:23]([O:22][C:19](=[O:21])[CH2:20][C:5](=[O:7])[C@@H:4]([NH:8][C:9]([O:11][CH2:12][C:13]1[CH:18]=[CH:17][CH:16]=[CH:15][CH:14]=1)=[O:10])[CH:2]([CH3:1])[CH3:3])([CH3:26])([CH3:25])[CH3:24] |f:2.3|. Procedure: To an ice-cooled solution of Z-valine (5 g, 19.9 mmol) in 60 ml tetrahydrofurane was added N,N'-cabonyldiimidazole (3.55 g, 22.3 mmol) in one portion and stirred for 3 h. At -78° C., tert-butyl acetate (13.5 ml, 100 mmol) was dropped to a solution of LDA (90 mmol) in tetrahydrofurane (270 ml). After 30', the imidazolide solution was added dropwise via double-ended needle to the enolate. The resulting mixture was stirred for 2 h until the temperature rose to -15° C. The reaction was quenched with... Reactants: [BH4-], CO, CN(C)S(=O)(=O)n1cc(C(=O)C2(C(F)(F)F)CCC2)nc1CCc1ccc(-c2ccccn2)cc1, [Na+], O. Yields the product CN(C)S(=O)(=O)n1cc(C(O)C2(C(F)(F)F)CCC2)nc1CCc1ccc(-c2ccccn2)cc1. RXN SMILES: [BH4-:1].[CH3:39][OH:40].[CH3:3][N:4]([S:5](=[O:6])(=[O:7])[n:8]1[c:9]([CH2:23][CH2:24][c:25]2[cH:26][cH:27][c:28](-[c:31]3[n:32][cH:33][cH:34][cH:35][cH:36]3)[cH:29][cH:30]2)[n:10][c:11]([C:13](=[O:14])[C:15]2([C:19]([F:20])([F:21])[F:22])[CH2:16][CH2:17][CH2:18]2)[cH:12]1)[CH3:37].[Na+:2].[OH2:38]>>[CH3:3][N:4]([S:5](=[O:6])(=[O:7])[n:8]1[c:9]([CH2:23][CH2:24][c:25]2[cH:26][cH:27][c:28](-[c:31]3[n:32][cH:33][cH:34][cH:35][cH:36]3)[cH:29][cH:30]2)[n:10][c:11]([CH:13]([OH:14])[C:15]2([C:19]([F:20])([F:21])[F:22])[CH2:16][CH2:17][CH2:18]2)[cH:12]1)[CH3:37]. The reactants are C(C)(C)(C)OC(NCCCN(S(=O)(=O)C)CC1=CC(=CC=C1)C1=NC(=NC=C1)Cl)=O ((3-{[3-(2-Chloro-pyrimidin-4-yl)-benzyl]-methanesulfonyl-amino}-propyl)-carbamic acid tert-butyl ester), NCCC1=CC(=C(C(=C1)OC)O)OC (4-(2-Amino-ethyl)-2,6-dimethoxy-phenol), 516. Yields the product NCCCN(S(=O)(=O)C)CC1=CC(=CC=C1)C1=NC(=NC=C1)NCCC1=CC(=C(C(=C1)OC)O)OC (N-(3-Amino-propyl)-N-(3-{2-[2-(4-hydroxy-3,5-dimethoxy-phenyl)-ethylamino]-pyrimidin-4-yl}-benzyl)-methanesulfonamide). Reaction SMILES: C(OC(=O)[NH:7][CH2:8][CH2:9][CH2:10][N:11]([CH2:16][C:17]1[CH:22]=[CH:21][CH:20]=[C:19]([C:23]2[CH:28]=[CH:27][N:26]=[C:25](Cl)[N:24]=2)[CH:18]=1)[S:12]([CH3:15])(=[O:14])=[O:13])(C)(C)C.[NH2:31][CH2:32][CH2:33][C:34]1[CH:39]=[C:38]([O:40][CH3:41])[C:37]([OH:42])=[C:36]([O:43][CH3:44])[CH:35]=1>>[NH2:7][CH2:8][CH2:9][CH2:10][N:11]([CH2:16][C:17]1[CH:22]=[CH:21][CH:20]=[C:19]([C:23]2[CH:28]=[CH:27][N:26]=[C:25]([NH:31][CH2:32][CH2:33][C:34]3[CH:35]=[C:36]([O:43][CH3:44])[C:37]([OH:42])=[C:38]([O:40][CH3:41])[CH:39]=3)[N:24]=2)[CH:18]=1)[S:12]([CH3:15])(=[O:13])=[O:14]. Reported procedure: Intermediate 4 was coupled with 4-(2-Amino-ethyl)-2,6-dimethoxy-phenol following procedure F and the resulting product deprotected following procedure G. LC-MS showed the product had the expected M+H+ of 516. 1H NMR (Varian 300 MHz, CD3OD, shifts relative to the solvent peak at 3.3 ppm) δ 8.26 (d, 1H) 8.21 (s, 1H) 8.12 (d, 1H) 7.68 (d, 1H) 7.58 (d, 1H) 7.33 (d, 1H) 6.53 (s, 2H) 4.50 (s, 2H) 3.76 (s, 6H) 3.37 (m, 2H) 2.97 (s, 3H) 2.9 (m, 2H) 2.81 (m, 2H) 1.70 (m, 2H). Reaction conditions: time 2 hour. Reaction SMILES: [CH3:1][C:2]1[NH:3][C:4]([CH3:42])=[C:5]([C:26]([O:28][CH2:29][CH2:30][N:31]2C(=O)C3=CC=CC=C3C2=O)=[O:27])[CH:6]([C:11]2[CH:16]=[CH:15][CH:14]=[CH:13][C:12]=2[O:17][C:18](=O)[C:19]2[CH:24]=[CH:23][CH:22]=[CH:21][CH:20]=2)[C:7]=1[N+:8]([O-:10])=[O:9].O.NN.[OH-].[Na+]>C(O)C>[CH3:1][C:2]1[NH:3][C:4]([CH3:42])=[C:5]([C:26]([O:28][CH2:29][CH2:30][NH2:31])=[O:27])[CH:6]([C:11]2[CH:16]=[CH:15][CH:14]=[CH:13][C:12]=2[O:17][CH2:18][C:19]2[CH:20]=[CH:21][CH:22]=[CH:23][CH:24]=2)[C:7]=1[N+:8]([O-:10])=[O:9] |f:1.2,3.4|. The solvent is C(C)O (ethanol), C(C)O (ethanol). Yields the product CC=1NC(=C(C(C1[N+](=O)[O-])C1=C(C=CC=C1)OCC1=CC=CC=C1)C(=O)OCCN)C (β-Aminoethyl 1,4-dihydro-2,6-dimethyl-3-nitro-4-(2-benzyloxyphenyl)-pyridine-5-carboxylate). Procedure details: 14.5 g (26.22 mmol) of β-phthalimido-ethyl 1,4-dihydro-2,6-dimethyl-3-nitro-4-(2-benzoyloxyphenyl)-pyridine-5-carboxylate are suspended in 260 ml of ethanol, and 7 ml (140 mmol) of hydrazine hydrate in 20 ml of ethanol are added dropwise, while boiling. The mixture is boiled for 2 hours, cooled and filtered with suction. The resulting solid product is stirred with 200 mmol of 0.5 N sodium hydroxide solution for 30 minutes, filtered off with suction, washed with water and ethanol and dried. 9.5 g... Starting materials: CC=1NC(=C(C(C1[N+](=O)[O-])C1=C(C=CC=C1)OC(C1=CC=CC=C1)=O)C(=O)OCCN1C(C=2C(C1=O)=CC=CC2)=O)C (β-phthalimido-ethyl 1,4-dihydro-2,6-dimethyl-3-nitro-4-(2-benzoyloxyphenyl)-pyridine-5-carboxylate), O.NN (hydrazine hydrate), [OH-].[Na+] (sodium hydroxide). The reactants are C(C1=CC=CC=C1)NC(C1=CN=C(C=C1)NN)=O (N-benzyl-6-hydrazinylnicotinamide), CN(C=C(C(=O)OC)C1=NC=CC=C1)C (methyl 3-(dimethylamino)-2-(pyridin-2-yl)acrylate), C(=O)(C(F)(F)F)O (TFA). Solvent: C(C)O (ethanol), CCOC(=O)C (EtOAc). Product: C(C1=CC=CC=C1)NC(=O)C1=CC=C(C=C1)NNC=C(C(=O)OC)C1=NC=CC=C1 (methyl 3-(2-(4-(benzylcarbamoyl)phenyl)hydrazinyl)-2-(pyridin-2-yl)acrylate). Isolated yield 73.4%. RXN SMILES: [CH2:1]([NH:8][C:9](=[O:18])[C:10]1[CH:15]=[CH:14][C:13]([NH:16][NH2:17])=N[CH:11]=1)[C:2]1[CH:7]=[CH:6][CH:5]=[CH:4][CH:3]=1.CN(C)[CH:21]=[C:22]([C:27]1[CH:32]=[CH:31][CH:30]=[CH:29][N:28]=1)[C:23]([O:25][CH3:26])=[O:24].[C:34](O)(C(F)(F)F)=O>C(O)C.CCOC(C)=O>[CH2:1]([NH:8][C:9]([C:10]1[CH:15]=[CH:14][C:13]([NH:16][NH:17][CH:21]=[C:22]([C:27]2[CH:32]=[CH:31][CH:30]=[CH:29][N:28]=2)[C:23]([O:25][CH3:26])=[O:24])=[CH:34][CH:11]=1)=[O:18])[C:2]1[CH:7]=[CH:6][CH:5]=[CH:4][CH:3]=1. Reported procedure: Combined N-benzyl-6-hydrazinylnicotinamide (200 mg, 0.826 mmol), methyl 3-(dimethylamino)-2-(pyridin-2-yl)acrylate (170 mg, 0.826 mmol) and TFA (0.127 mL, 1.651 mmol) in ethanol (3 mL) and stirred overnight at room temperature. The reaction mixture was diluted in EtOAc (50 mL), washed with saturated aqueous sodium bicarbonate (20 ml), brine (20 ml), dried with Na2SO4 and concentrated to give the title compound (244 mg) as an orange solid, was used without further purification. MS m/z [M+H]+ 404.... Reactants: Cl (hydrochloric acid), C(C)(C)NC(C)C (diisopropylamine), CI (methyl iodide), C(CCC)[Li] (n-butyl lithium), C(CCCCCC)(=O)O (n-heptanoic acid), product. The solvent is O1CCCC1 (tetrahydrofuran). Run at time 1 hour. Product: CC(C(=O)O)CCCCC (2-methylheptanoic acid). As a reaction SMILES: [CH:1](NC(C)C)(C)C.C([Li])CCC.[C:13]([OH:21])(=[O:20])[CH2:14][CH2:15][CH2:16][CH2:17][CH2:18][CH3:19].CI.Cl>O1CCCC1>[CH3:1][CH:14]([CH2:15][CH2:16][CH2:17][CH2:18][CH3:19])[C:13]([OH:21])=[O:20]. Reported procedure: To a cold (0° C.) solution of 100 ml. of dry tetrahydrofuran containing 11.8 ml. of dry diisopropylamine and 55 ml. of 1.6M n-butyl lithium was added 5.4 ml. of n-heptanoic acid and the mixture allow to stir at room temperature for one hour. The resulting solution was cooled to 0° C. and 7.2 ml. of methyl iodide was added. The reaction was stirred at room temperature under nitrogen for 1.5 hours, and was then poured into 10% hydrochloric acid and extracted with diethyl ether (3×100 ml.). The ext...